Dataset: the Open Reaction Database (ORD), a public repository of structured organic reaction records. Task: describe an organic reaction: reactants, conditions, products, and yield The reactants are CCO, O=C1c2ccccc2C(=O)N1CCC=Cc1cccc(Cl)c1, NN, O. The product is NCCC=Cc1cccc(Cl)c1. Reaction SMILES: [CH3:26][CH2:27][OH:28].[Cl:1][c:2]1[cH:3][c:4]([CH:8]=[CH:9][CH2:10][CH2:11][N:12]2[C:13](=[O:14])[c:15]3[c:16]([cH:17][cH:18][cH:19][cH:20]3)[C:21]2=[O:22])[cH:5][cH:6][cH:7]1.[NH2:24][NH2:25].[OH2:23]>>[Cl:1][c:2]1[cH:3][c:4]([CH:8]=[CH:9][CH2:10][CH2:11][NH2:12])[cH:5][cH:6][cH:7]1. The reactants are COC=1C(=NC2=CC=C(C=C2N1)C)NC(OCC)=O (Ethyl N-(3-methoxy-6-methylquinoxalin-2-yl)carbamate), C(#N)C1=C(C=CC=C1)N1CCNCC1 (1-(2-cyanophenyl)piperazine). Yields the product COC=1C(=NC2=CC=C(C=C2N1)C)NC(=O)N1CCN(CC1)C1=C(C=CC=C1)C#N (1-[(3-Methoxy-6-methylquinoxalin-2-yl)aminocarbonyl]-4-(2-cyanophenyl)piperazine). Yield: 93.0%. As a reaction SMILES: [CH3:1][O:2][C:3]1[C:4]([NH:14][C:15](=[O:19])OCC)=[N:5][C:6]2[C:11]([N:12]=1)=[CH:10][C:9]([CH3:13])=[CH:8][CH:7]=2.[C:20]([C:22]1[CH:27]=[CH:26][CH:25]=[CH:24][C:23]=1[N:28]1[CH2:33][CH2:32][NH:31][CH2:30][CH2:29]1)#[N:21]>>[CH3:1][O:2][C:3]1[C:4]([NH:14][C:15]([N:31]2[CH2:30][CH2:29][N:28]([C:23]3[CH:24]=[CH:25][CH:26]=[CH:27][C:22]=3[C:20]#[N:21])[CH2:33][CH2:32]2)=[O:19])=[N:5][C:6]2[C:11]([N:12]=1)=[CH:10][C:9]([CH3:13])=[CH:8][CH:7]=2. Procedure: Ethyl N-(3-methoxy-6-methylquinoxalin-2-yl)carbamate and 1-(2-cyanophenyl)piperazine were reacted by the same way with the example 127 to obtain the titled compound (yield, 93%). 1H NMR (300 MHz, CDCl3): δ 2.47 (s, 3H), 3.20-3.28 (m, 4H), 3.76-3.96 (m, 4H), 4.14 (s, 3H), 7.02-7.13 (m, 3H), 7.28 (s, 1H), 7.49-7.63 (m, 4H). Starting materials: NC1=NN2C(NC(CC2=O)=O)=C1CC1=C(C(=CC=C1)C(F)(F)F)C (2-amino-3-{[2-methyl-3-(trifluoromethyl)phenyl]methyl}pyrazolo[1,5-a]pyrimidine-5,7(4H,6H)-dione), C1(C=2C(C(=O)O1)=CC=CC2)=O (phthalic anhydride). Solvent: C(C)#N (acetonitrile). Conditions: temperature 80 celsius, time 4 day. Yields the product O=C1N(C(C2=CC=CC=C12)=O)C1=NN2C(NC(CC2=O)=O)=C1CC1=C(C(=CC=C1)C(F)(F)F)C (2-(1,3-dioxo-1,3-dihydro-2H-isoindol-2-yl)-3-{[2-methyl-3-(trifluoromethyl)phenyl]methyl}pyrazolo[1,5-a]pyrimidine-5,7(4H,6H)-dione). The yield is 48.2%. As a reaction SMILES: [NH2:1][C:2]1[C:12]([CH2:13][C:14]2[CH:19]=[CH:18][CH:17]=[C:16]([C:20]([F:23])([F:22])[F:21])[C:15]=2[CH3:24])=[C:5]2[NH:6][C:7](=[O:11])[CH2:8][C:9](=[O:10])[N:4]2[N:3]=1.[C:25]1(=O)[O:30][C:28](=[O:29])[C:27]2=[CH:31][CH:32]=[CH:33][CH:34]=[C:26]12>C(#N)C>[O:29]=[C:28]1[C:27]2[C:26](=[CH:34][CH:33]=[CH:32][CH:31]=2)[C:25](=[O:30])[N:1]1[C:2]1[C:12]([CH2:13][C:14]2[CH:19]=[CH:18][CH:17]=[C:16]([C:20]([F:23])([F:21])[F:22])[C:15]=2[CH3:24])=[C:5]2[NH:6][C:7](=[O:11])[CH2:8][C:9](=[O:10])[N:4]2[N:3]=1. Procedure details: To the solution of 2-amino-3-{[2-methyl-3-(trifluoromethyl)phenyl]methyl}pyrazolo[1,5-a]pyrimidine-5,7(4H,6H)-dione (1.5 g, 4.43 mmol) in acetonitrile (100 mL) was added phthalic anhydride (1.511 g, 10.20 mmol). The reaction mixture was stirred at 80° C. for 4 days. The reaction was concentrated. To the crude was added DCM (20 mL). The insoluble solid was filtered which is the pure product. The filtrate was purified on a silica column (eluting with 20-60% EtOAc/Hexane) which was combined with th... Reactants: C(C)O (ethanol), [BH4-].[Na+] (sodium borohydride), C(C)OC1=CC2=C(C[C@H]3[C@@H]4CCC[C@@]4(C)CC[C@@H]3[C@]2(CC1)C)C=O (3-ethoxy-6-formylandrosta-3,5-diene), ( 2 ). Solvent: O (water). Run at time 20 minute. Product: C(C)OC1=CC2=C(C[C@H]3[C@@H]4CCC[C@@]4(C)CC[C@@H]3[C@]2(CC1)C)CO (3-ethoxy-6-hydroxymethylandrosta-3,5-diene). As a reaction SMILES: C(O)C.[CH2:4]([O:6][C:7]1[CH2:24][CH2:23][C@@:22]2([CH3:25])[C:9](=[C:10]([CH:26]=[O:27])[CH2:11][C@@H:12]3[C@@H:21]2[CH2:20][CH2:19][C@@:17]2([CH3:18])[C@H:13]3[CH2:14][CH2:15][CH2:16]2)[CH:8]=1)[CH3:5].[BH4-].[Na+]>O>[CH2:4]([O:6][C:7]1[CH2:24][CH2:23][C@@:22]2([CH3:25])[C:9](=[C:10]([CH2:26][OH:27])[CH2:11][C@@H:12]3[C@@H:21]2[CH2:20][CH2:19][C@@:17]2([CH3:18])[C@H:13]3[CH2:14][CH2:15][CH2:16]2)[CH:8]=1)[CH3:5] |f:2.3|. Procedure details: In 30 ml. of ethanol are dissolved 1 g. of 3-ethoxy-6-formylandrosta-3,5-diene according to reaction (2), and while the solution is stirred at room temperature, 0.1 g. of sodium borohydride is added. After 20 minutes, the reaction mixture is poured into water and extracted with ether. Then, the extract is washed with water and dried with anhydrous sodium sulfate. Finally the solvent is concentrated, whereupon 1 g. of 3-ethoxy-6-hydroxymethylandrosta-3,5-diene is obtained as an oil. Run in CO (methanol), [OH-].[Na+] (NaOH). Reactants: C(C)(C)(C)OC(=O)N1CC(CC1)N(CC(=O)OC)CC1=CC=C(C=C1)Cl (3-[(4-chloro-benzyl)-methoxycarbonylmethyl-amino]-pyrrolidine-1-carboxylic acid tert-butyl ester). Conditions: temperature 80 celsius. The product is C(C)(C)(C)OC(=O)N1CC(CC1)N(CC1=CC=C(C=C1)Cl)CC(=O)O (3-[Carboxymethyl-(4-chloro-benzyl)-amino]-pyrrolidine-1-carboxylic acid tert-butyl ester). Procedure: A solution of 3-[(4-chloro-benzyl)-methoxycarbonylmethyl-amino]-pyrrolidine-1-carboxylic acid tert-butyl ester (0.5 g, 1.31 mmol) in methanol (4.00 mL) and 1.0 N NaOH (aqueous) (4.00 mL) was heated to reflux at 80° C. for 2.5 h. The reaction mixture was concentrated, acidified to pH 5.0 using 1.0 N HCl and extracted with dichloromethane(3×). The product was used for the next step without further purification. ESI-MS m/z: 369(M+1), UV retention time: 1.85 min. Reaction SMILES: [C:1]([O:5][C:6]([N:8]1[CH2:12][CH2:11][CH:10]([N:13]([CH2:19][C:20]2[CH:25]=[CH:24][C:23]([Cl:26])=[CH:22][CH:21]=2)[CH2:14][C:15]([O:17]C)=[O:16])[CH2:9]1)=[O:7])([CH3:4])([CH3:3])[CH3:2]>CO.[OH-].[Na+]>[C:1]([O:5][C:6]([N:8]1[CH2:12][CH2:11][CH:10]([N:13]([CH2:14][C:15]([OH:17])=[O:16])[CH2:19][C:20]2[CH:21]=[CH:22][C:23]([Cl:26])=[CH:24][CH:25]=2)[CH2:9]1)=[O:7])([CH3:4])([CH3:2])[CH3:3] |f:2.3|. Starting materials: C(=O)(Cl)Cl (phosgene), C=1C=CC2=C(C1)CC(=O)C=3C=CC=CC3N2C(=O)N (Oxcarbazepine), C=1C=CC2=C(C1)CC(=O)C=3C=CC=CC3N2C(=O)N (Oxcarbazepine), COC1=CC2=C(NC3=C1C=CC=C3)C=CC=C2 (10-methoxy-5H-dibenz[b,f]azepine). Product: COC1=CC2=C(N(C3=C1C=CC=C3)C(=O)Cl)C=CC=C2 (10-methoxy-5H-dibenz[b,f]azepine-5-carbonyl chloride), resultant compound. RXN SMILES: C1C=CC2N(C(N)=O)C3C=CC=CC=3C(=O)CC=2C=1.[CH3:20][O:21][C:22]1[C:28]2[CH:29]=[CH:30][CH:31]=[CH:32][C:27]=2[NH:26][C:25]2[CH:33]=[CH:34][CH:35]=[CH:36][C:24]=2[CH:23]=1.[C:37](Cl)([Cl:39])=[O:38]>>[CH3:20][O:21][C:22]1[C:28]2[CH:29]=[CH:30][CH:31]=[CH:32][C:27]=2[N:26]([C:37]([Cl:39])=[O:38])[C:25]2[CH:33]=[CH:34][CH:35]=[CH:36][C:24]=2[CH:23]=1. Procedure: U.S. Pat. No. 3,642,775 assigned to Ciba-Geigy Corporation, claims Oxcarbazepine specifically and discloses the process for the preparation of Oxcarbazepine, wherein 10-methoxy-5H-dibenz[b,f]azepine is reacted with phosgene gas to give 10-methoxy-5H-dibenz[b,f]azepine-5-carbonyl chloride and ammonolysis of the resultant compound to give the amide followed by hydrolysis to give Oxcarbazepine. Reactants: ClC(C(=O)C1=CC=C2CN(C3=C(CN21)C=CC=C3)C(=O)C3=CC(=C(C=C3)C3=C(C=CC=C3)C)OC)(Cl)Cl (2,2,2-Trichloro-1-{10-[(2-methoxy-2′-methyl-1,1′-biphenyl-4-yl)carbonyl]-10,11-dihydro-5H-pyrrolo[2,1-c][1,4]benzodiazepin-3-yl}ethanone), NCCC1=CC=C(C=C1)O (4-(2-aminoethyl)-phenol). The product is OC1=CC=C(C=C1)CCNC(=O)C1=CC=C2CN(C3=C(CN21)C=CC=C3)C(=O)C3=CC(=C(C=C3)C3=C(C=CC=C3)C)OC (N-[2-(4-HYDROXYPHENYL)ETHYL]-10-[(2-METHOXY-2′-METHYL-1,1′-BIPHENYL-4-YL)CARBONYL]-10,11-DIHYDRO-5H-PYRROLO[2,1-C][1,4]BENZODIAZEPINE-3-CARBOXAMIDE). Reaction SMILES: ClC(Cl)(Cl)[C:3]([C:5]1[N:14]2[C:8]([CH2:9][N:10]([C:19]([C:21]3[CH:26]=[CH:25][C:24]([C:27]4[CH:32]=[CH:31][CH:30]=[CH:29][C:28]=4[CH3:33])=[C:23]([O:34][CH3:35])[CH:22]=3)=[O:20])[C:11]3[CH:18]=[CH:17][CH:16]=[CH:15][C:12]=3[CH2:13]2)=[CH:7][CH:6]=1)=[O:4].[NH2:38][CH2:39][CH2:40][C:41]1[CH:46]=[CH:45][C:44]([OH:47])=[CH:43][CH:42]=1>>[OH:47][C:44]1[CH:45]=[CH:46][C:41]([CH2:40][CH2:39][NH:38][C:3]([C:5]2[N:14]3[C:8]([CH2:9][N:10]([C:19]([C:21]4[CH:26]=[CH:25][C:24]([C:27]5[CH:32]=[CH:31][CH:30]=[CH:29][C:28]=5[CH3:33])=[C:23]([O:34][CH3:35])[CH:22]=4)=[O:20])[C:11]4[CH:18]=[CH:17][CH:16]=[CH:15][C:12]=4[CH2:13]3)=[CH:7][CH:6]=2)=[O:4])=[CH:42][CH:43]=1. Reported procedure: The title compound was prepared in the manner of Example 36 from 2,2,2-trichloro-1-{10-[(2-methoxy-2′-methyl-1,1′-biphenyl-4-yl)carbonyl]-10,11-dihydro-5H-pyrrolo[2,1-c][1,4]benzodiazepin-3-yl}ethanone of Example 35 and 4-(2-aminoethyl)-phenol. Purification was performed using HPLC with a normal phase column. Elution with a mixture of etoxynonafluorobutane and methanol gave the title compound in 90% yield, m.p. 190-194° C. MS [(+)ESI, m/z]: 572 [M+H]+ The reactants are Cc1cc(Br)cnc1CCCCN, COc1ccccc1, Cc1cc(Cc2cnc(N[N+](=O)[O-])[nH]c2=O)cnc1C. Product: Cc1cc(Cc2cnc(NCCCCc3ncc(Br)cc3C)[nH]c2=O)cnc1C. As a reaction SMILES: [Br:1][c:2]1[cH:3][c:4]([CH3:13])[c:5]([CH2:8][CH2:9][CH2:10][CH2:11][NH2:12])[n:6][cH:7]1.[CH3:34][O:35][c:36]1[cH:37][cH:38][cH:39][cH:40][cH:41]1.[N+:14]([NH:15][c:18]1[n:19][cH:20][c:21]([CH2:25][c:26]2[cH:27][n:28][c:29]([CH3:33])[c:30]([CH3:32])[cH:31]2)[c:22](=[O:24])[nH:23]1)([O-:16])=[O:17]>>[Br:1][c:2]1[cH:3][c:4]([CH3:13])[c:5]([CH2:8][CH2:9][CH2:10][CH2:11][NH:12][c:18]2[n:19][cH:20][c:21]([CH2:25][c:26]3[cH:27][n:28][c:29]([CH3:33])[c:30]([CH3:32])[cH:31]3)[c:22](=[O:24])[nH:23]2)[n:6][cH:7]1.